From a dataset of the Open Reaction Database (ORD), a public repository of structured organic reaction records. describe an organic reaction: reactants, conditions, products, and yield The reactants are O=C(NC1CCN(CCc2ccc3ccccc3c2)CC1)c1ccccc1, Cl. Product: NC1CCN(CCc2ccc3ccccc3c2)CC1. Reaction SMILES: [C:1](=[O:2])([c:3]1[cH:4][cH:5][cH:6][cH:7][cH:8]1)[NH:9][CH:10]1[CH2:11][CH2:12][N:13]([CH2:16][CH2:17][c:18]2[cH:19][c:20]3[cH:21][cH:22][cH:23][cH:24][c:25]3[cH:26][cH:27]2)[CH2:14][CH2:15]1.[ClH:28]>>[NH2:9][CH:10]1[CH2:11][CH2:12][N:13]([CH2:16][CH2:17][c:18]2[cH:19][c:20]3[cH:21][cH:22][cH:23][cH:24][c:25]3[cH:26][cH:27]2)[CH2:14][CH2:15]1. Starting materials: C(CCC)[Li] (n-butyllithium), C(C)(C)(C)C1=NC(=CC(=N1)N1CCN(CC1)CCCO)C1CC1 (3-[4-(2-tert-Butyl-6-cyclopropyl-pyrimidin-4-yl)-piperazin-1-yl]-propan-1-ol), C(C1=CC=CC=C1)OC1=NC(=NC=C1)S(=O)(=O)C (4-benzyloxy-2-methanesulfonyl-pyrimidine). Run at time 30 minute. Reaction SMILES: [C:1]([C:5]1[N:10]=[C:9]([N:11]2[CH2:16][CH2:15][N:14]([CH2:17][CH2:18][CH2:19][OH:20])[CH2:13][CH2:12]2)[CH:8]=[C:7]([CH:21]2[CH2:23][CH2:22]2)[N:6]=1)([CH3:4])([CH3:3])[CH3:2].C([Li])CCC.[CH2:29]([O:36][C:37]1[CH:42]=[CH:41][N:40]=[C:39](S(C)(=O)=O)[N:38]=1)[C:30]1[CH:35]=[CH:34][CH:33]=[CH:32][CH:31]=1>O1CCCC1>[CH2:29]([O:36][C:37]1[CH:42]=[CH:41][N:40]=[C:39]([O:20][CH2:19][CH2:18][CH2:17][N:14]2[CH2:13][CH2:12][N:11]([C:9]3[CH:8]=[C:7]([CH:21]4[CH2:23][CH2:22]4)[N:6]=[C:5]([C:1]([CH3:4])([CH3:2])[CH3:3])[N:10]=3)[CH2:16][CH2:15]2)[N:38]=1)[C:30]1[CH:31]=[CH:32][CH:33]=[CH:34][CH:35]=1. The solvent is O1CCCC1 (tetrahydrofuran), O1CCCC1 (tetrahydrofuran). Product: C(C1=CC=CC=C1)OC1=NC(=NC=C1)OCCCN1CCN(CC1)C1=NC(=NC(=C1)C1CC1)C(C)(C)C (4-{4-[3-(4-Benzyloxy-pyrimidin-2-yloxy)-propyl]-piperazin-1-yl}-2-tert-butyl-6-cyclopropyl-pyrimidine). Procedure: 0.5 g of 3-[4-(2-tert-Butyl-6-cyclopropyl-pyrimidin-4-yl)-piperazin-1-yl]-propan-1-ol (1.57 mmol) were dissolved in 5 ml of tetrahydrofuran. 1.5 ml of n-butyllithium (15% in hexane) were added to the mixture at 0° C. Stirring was continued for 30 min and then 0.45 g of 4-benzyloxy-2-methanesulfonyl-pyrimidine (1.7 mmol) dissolved in 5 ml of tetrahydrofuran were added. The reaction was stirred overnight at room temperature and for an additional 2 h at 40° C. The reaction mixture was partitioned b... Isolated yield 76.0%.